Dataset: the Open Reaction Database (ORD), a public repository of structured organic reaction records. Task: describe an organic reaction: reactants, conditions, products, and yield Reactants: C(C)C1=CC=C(C=C1)C(O)C=1C=C(N=NC1OC)Cl ((4-ethylphenyl)-(3-chloro-6-methoxypyridazin-5-yl)-methanol), C(C)C1=CC=C(C=C1)C(O)C1=C(N=NC(=C1)OC)Cl ((4-ethylphenyl)-(3-chloro-6-methoxypyridazin-4-yl)-methanol). The reagents and catalysts are [Pd] (palladium/carbon). Solvent: C(C)(=O)O (acetic acid). Conditions: time 22 hour. Product: C(C)C1=CC=C(CC2=C(N=NC=C2)OC)C=C1 (4-(4-ethylbenzyl)-3-methoxy-pyridazine), C(C)(=O)O.C(C)C1=CC=C(CC2=C(N=NC=C2)OC)C=C1 (4-(4-ethylbenzyl)-3-methoxy-pyridazine acetate salt). Reaction SMILES: [CH2:1]([C:3]1[CH:8]=[CH:7][C:6]([CH:9]([C:11]2[CH:12]=[C:13](Cl)[N:14]=[N:15][C:16]=2[O:17][CH3:18])[OH:10])=[CH:5][CH:4]=1)[CH3:2].C(C1C=CC(C(C2[CH:35]=[C:34]([O:36]C)N=NC=2Cl)O)=CC=1)C>[Pd].C(O)(=O)C>[CH2:1]([C:3]1[CH:8]=[CH:7][C:6]([CH2:9][C:11]2[CH:12]=[CH:13][N:14]=[N:15][C:16]=2[O:17][CH3:18])=[CH:5][CH:4]=1)[CH3:2].[C:34]([OH:36])(=[O:10])[CH3:35].[CH2:1]([C:3]1[CH:8]=[CH:7][C:6]([CH2:9][C:11]2[CH:12]=[CH:13][N:14]=[N:15][C:16]=2[O:17][CH3:18])=[CH:5][CH:4]=1)[CH3:2] |f:5.6|. Reported procedure: The 6:1 mixture of (4-ethylphenyl)-(3-chloro-6-methoxypyridazin-5-yl)-methanol and (4-ethylphenyl)-(3-chloro-6-methoxypyridazin-4-yl)-methanol (10.7 g), 5% palladium/carbon (5.4 g) and acetic acid (80 ml) were suspended and stirred under a hydrogen atmosphere at room temperature for 22 hours. After filtration to remove the insoluble materials, the filtrate was concentrated under reduced pressure and the resulting residue was purified by silica gel column chromatography (hexane:ethyl acetate=1:2 ...